From a dataset of the Open Reaction Database (ORD), a public repository of structured organic reaction records. describe an organic reaction: reactants, conditions, products, and yield Starting materials: C1(=CC=CC=C1)P(C1=CC=CC=2C(C3=CC=CC(=C3OC12)P(C1=CC=CC=C1)C1=CC=CC=C1)(C)C)C1=CC=CC=C1 (4,5-bis(diphenylphosphino)-9,9-dimethylxanthene), BrC=1C=C2NC(C=3N(C2=CC1)C(=NN3)C3=CC=CC=C3)=O (7-Bromo-1-phenyl-5H-[1,2,4]triazolo[4,3-a]quinoxalin-4-one), SC=1C=C(C=CC1)C1(CCOCC1)C#N (4-(3-mercapto-phenyl)-tetrahydro-pyran-4-carbonitrile), CCN(C(C)C)C(C)C (iPr2NEt). Reagents/catalysts: C=1C=CC(=CC1)/C=C/C(=O)/C=C/C2=CC=CC=C2.C=1C=CC(=CC1)/C=C/C(=O)/C=C/C2=CC=CC=C2.C=1C=CC(=CC1)/C=C/C(=O)/C=C/C2=CC=CC=C2.[Pd].[Pd] (Pd2dba3). The solvent is CCOC(=O)C (EtOAc), O (water), CN1CCCC1=O (NMP). Run at temperature 130 celsius. Product: O=C1C=2N(C3=CC=C(C=C3N1)SC=1C=C(C=CC1)C1(CCOCC1)C#N)C(=NN2)C2=CC=CC=C2 (4-[3-(4-Oxo-1-phenyl-4,5-dihydro-[1,2,4]triazolo[4,3-a]quinoxalin-7-ylsulfanyl)-phenyl]-tetrahydro-pyran-4-carbonitrile). As a reaction SMILES: Br[C:2]1[CH:3]=[C:4]2[C:9](=[CH:10][CH:11]=1)[N:8]1[C:12]([C:15]3[CH:20]=[CH:19][CH:18]=[CH:17][CH:16]=3)=[N:13][N:14]=[C:7]1[C:6](=[O:21])[NH:5]2.[SH:22][C:23]1[CH:24]=[C:25]([C:29]2([C:35]#[N:36])[CH2:34][CH2:33][O:32][CH2:31][CH2:30]2)[CH:26]=[CH:27][CH:28]=1.CCN(C(C)C)C(C)C.C1(P(C2C=CC=CC=2)C2C3OC4C(=CC=CC=4P(C4C=CC=CC=4)C4C=CC=CC=4)C(C)(C)C=3C=CC=2)C=CC=CC=1>CN1C(=O)CCC1.CCOC(C)=O.O.C1C=CC(/C=C/C(/C=C/C2C=CC=CC=2)=O)=CC=1.C1C=CC(/C=C/C(/C=C/C2C=CC=CC=2)=O)=CC=1.C1C=CC(/C=C/C(/C=C/C2C=CC=CC=2)=O)=CC=1.[Pd].[Pd]>[O:21]=[C:6]1[NH:5][C:4]2[C:9](=[CH:10][CH:11]=[C:2]([S:22][C:23]3[CH:24]=[C:25]([C:29]4([C:35]#[N:36])[CH2:30][CH2:31][O:32][CH2:33][CH2:34]4)[CH:26]=[CH:27][CH:28]=3)[CH:3]=2)[N:8]2[C:12]([C:15]3[CH:20]=[CH:19][CH:18]=[CH:17][CH:16]=3)=[N:13][N:14]=[C:7]12 |f:7.8.9.10.11|. Reported procedure: 7a (108 mg, 0.32 mmol) and 4-(3-mercapto-phenyl)-tetrahydro-pyran-4-carbonitrile (7b, 86 mg, 0.38 mmol) were dissolved in NMP (3.2 mL) and degassed with N2 for 20 minutes. iPr2NEt (0.12 mL, 0.70 mmol) was added, followed by Pd2dba3 (15 mg, 0.02 mmol) and 4,5-bis(diphenylphosphino)-9,9-dimethylxanthene (19 mg, 0.03 mmol). The reaction was sealed and heated overnight at 130° C., and then cooled to room temperature and diluted with EtOAc and water. The organic layer was washed with water and brine,... Starting materials: O=S(=O)(c1ccc(Br)cc1)N1CCN(Cc2ccccc2)CC1, O=C([O-])[O-], CC(=O)[O-], COc1ccnc(CCc2nc3cc(I)cnc3[nH]2)c1, [Cl-], [K+], [K+], [K+], [Li+], C1COCCO1, O, [Pd], c1ccc(P(c2ccccc2)c2ccccc2)cc1, c1ccc(P(c2ccccc2)c2ccccc2)cc1, c1ccc(P(c2ccccc2)c2ccccc2)cc1, c1ccc(P(c2ccccc2)c2ccccc2)cc1. Product: COc1ccnc(CCc2nc3cc(-c4ccc(S(=O)(=O)N5CCN(Cc6ccccc6)CC5)cc4)cnc3[nH]2)c1. As a reaction SMILES: [Br:1][c:2]1[cH:3][cH:4][c:5]([S:8](=[O:9])(=[O:10])[N:11]2[CH2:12][CH2:13][N:14]([CH2:17][c:18]3[cH:19][cH:20][cH:21][cH:22][cH:23]3)[CH2:15][CH2:16]2)[cH:6][cH:7]1.[C:49](=[O:50])([O-:51])[O-:52].[CH3:25][C:26](=[O:27])[O-:28].[CH3:29][O:30][c:31]1[cH:32][c:33]([CH2:37][CH2:38][c:39]2[n:40][c:41]3[c:42]([n:43][cH:44][c:45]([I:47])[cH:46]3)[nH:48]2)[n:34][cH:35][cH:36]1.[Cl-:56].[K+:24].[K+:53].[K+:54].[Li+:55].[O:57]1[CH2:58][CH2:59][O:60][CH2:61][CH2:62]1.[OH2:63].[Pd:64].[c:103]1([P:104]([c:105]2[cH:106][cH:107][cH:108][cH:109][cH:110]2)[c:111]2[cH:112][cH:113][cH:114][cH:115][cH:116]2)[cH:117][cH:118][cH:119][cH:120][cH:121]1.[c:122]1([P:123]([c:124]2[cH:125][cH:126][cH:127][cH:128][cH:129]2)[c:130]2[cH:131][cH:132][cH:133][cH:134][cH:135]2)[cH:136][cH:137][cH:138][cH:139][cH:140]1.[c:65]1([P:66]([c:67]2[cH:68][cH:69][cH:70][cH:71][cH:72]2)[c:73]2[cH:74][cH:75][cH:76][cH:77][cH:78]2)[cH:79][cH:80][cH:81][cH:82][cH:83]1.[c:84]1([P:85]([c:86]2[cH:87][cH:88][cH:89][cH:90][cH:91]2)[c:92]2[cH:93][cH:94][cH:95][cH:96][cH:97]2)[cH:98][cH:99][cH:100][cH:101][cH:102]1>>[c:2]1(-[c:45]2[cH:44][n:43][c:42]3[c:41]([n:40][c:39]([CH2:38][CH2:37][c:33]4[cH:32][c:31]([O:30][CH3:29])[cH:36][cH:35][n:34]4)[nH:48]3)[cH:46]2)[cH:3][cH:4][c:5]([S:8](=[O:9])(=[O:10])[N:11]2[CH2:12][CH2:13][N:14]([CH2:17][c:18]3[cH:19][cH:20][cH:21][cH:22][cH:23]3)[CH2:15][CH2:16]2)[cH:6][cH:7]1. The reactants are NC=1N=NN(N1)CCC (5-amino-2-propyl-2H-tetrazole), C1=CC=CC=2OC3=CC=CC=C3C(C12)C(=O)Cl (9H-xanthene-9-carbonyl chloride). The product is C(CC)N1N=C(N=N1)NC(=O)C1C2=CC=CC=C2OC=2C=CC=CC12 (9H-Xanthene-9-carboxylic acid (2-propyl-2H-tetrazol-5-yl)-amide). As a reaction SMILES: [NH2:1][C:2]1[N:3]=[N:4][N:5]([CH2:7][CH2:8][CH3:9])[N:6]=1.[CH:10]1[C:23]2[CH:22]([C:24](Cl)=[O:25])[C:21]3[C:16](=[CH:17][CH:18]=[CH:19][CH:20]=3)[O:15][C:14]=2[CH:13]=[CH:12][CH:11]=1>>[CH2:7]([N:5]1[N:4]=[N:3][C:2]([NH:1][C:24]([CH:22]2[C:23]3[CH:10]=[CH:11][CH:12]=[CH:13][C:14]=3[O:15][C:16]3[C:21]2=[CH:20][CH:19]=[CH:18][CH:17]=3)=[O:25])=[N:6]1)[CH2:8][CH3:9]. Procedure: The title compound, white solid,, m.p. 208-209° and MS: (neg. ions): m/e=334.1 (M+−H) was prepared in accordance with the general method of example 1 from 5-amino-2-propyl-2H-tetrazole and 9H-xanthene-9-carbonyl chloride. Reactants: CC(=O)c1sc(=O)[nH]c1C, CS(C)=O, CCI, [K+], [OH-]. Yields the product CCn1c(C)c(C(C)=O)sc1=O. Reaction SMILES: [C:3]([CH3:4])(=[O:5])[c:6]1[c:7]([CH3:12])[nH:8][c:9](=[O:11])[s:10]1.[CH3:16][S:17]([CH3:18])=[O:19].[I:13][CH2:14][CH3:15].[K+:2].[OH-:1]>>[C:3]([CH3:4])(=[O:5])[c:6]1[c:7]([CH3:12])[n:8]([CH2:14][CH3:15])[c:9](=[O:11])[s:10]1. Reactants: CC(Br)c1ccc(CC2CCCCC2=O)c(Cl)c1, OCCO, Cc1ccc(S(=O)(=O)O)cc1, c1ccccc1. Yields the product CC(Br)c1ccc(CC2CCCCC23OCCO3)c(Cl)c1. Reaction SMILES: [Cl:1][c:2]1[cH:3][c:4]([CH:16]([CH3:17])[Br:18])[cH:5][cH:6][c:7]1[CH2:8][CH:9]1[C:10](=[O:15])[CH2:11][CH2:12][CH2:13][CH2:14]1.[OH:19][CH2:20][CH2:21][OH:22].[c:23]1([CH3:24])[cH:25][cH:26][c:27]([S:28]([OH:29])(=[O:30])=[O:31])[cH:32][cH:33]1.[cH:34]1[cH:35][cH:36][cH:37][cH:38][cH:39]1>>[Cl:1][c:2]1[cH:3][c:4]([CH:16]([CH3:17])[Br:18])[cH:5][cH:6][c:7]1[CH2:8][CH:9]1[C:10]2([CH2:11][CH2:12][CH2:13][CH2:14]1)[O:15][CH2:21][CH2:20][O:19]2.